Dataset: the Open Reaction Database (ORD), a public repository of structured organic reaction records. Task: describe an organic reaction: reactants, conditions, products, and yield Reactants: C(C1=CC=CC=C1)OC=1C=C(C=CC1)C1=C(C=CC=C1)CO ((3′-benzyloxybiphenyl-2-yl)methanol), S(=O)(Cl)Cl (thionyl chloride). Solvent: C(Cl)Cl (CH2Cl2). Reaction conditions: time 2 hour. The product is ClCC1=C(C=CC=C1)C1=CC(=CC=C1)OCC1=CC=CC=C1 (2-chloromethyl-3′-benzyloxybiphenyl). RXN SMILES: [CH2:1]([O:8][C:9]1[CH:10]=[C:11]([C:15]2[CH:20]=[CH:19][CH:18]=[CH:17][C:16]=2[CH2:21]O)[CH:12]=[CH:13][CH:14]=1)[C:2]1[CH:7]=[CH:6][CH:5]=[CH:4][CH:3]=1.S(Cl)([Cl:25])=O>C(Cl)Cl>[Cl:25][CH2:21][C:16]1[CH:17]=[CH:18][CH:19]=[CH:20][C:15]=1[C:11]1[CH:12]=[CH:13][CH:14]=[C:9]([O:8][CH2:1][C:2]2[CH:7]=[CH:6][CH:5]=[CH:4][CH:3]=2)[CH:10]=1. Procedure details: To a solution of (3′-benzyloxybiphenyl-2-yl)methanol from Example 4, Step E (247 mg, 0.851 mmol) in dry CH2Cl2 (5 mL) was added thionyl chloride (1.01 g, 8.51 mmol). The reaction mixture was stirred at ambient temperature for 2 hours, then concentrated to dryness in vacuo. The residue was concentrated twice from cyclohexane in vacuo to yield the titled compound. Starting materials: BrCc1ccccc1, O=C([O-])[O-], COc1ccc(OC(F)(F)F)cc1C1COC2(CCCNC2c2ccccc2)C1, Cl, [K+], [K+], CN(C)C=O, O. Yields the product COc1ccc(OC(F)(F)F)cc1C1COC2(CCCN(Cc3ccccc3)C2c2ccccc2)C1, Cl. Reaction SMILES: [Br:37][CH2:38][c:39]1[cH:40][cH:41][cH:42][cH:43][cH:44]1.[C:31](=[O:32])([O-:33])[O-:34].[CH3:2][O:3][c:4]1[c:5]([CH:15]2[CH2:16][O:17][C:18]3([CH2:19]2)[CH:20]([c:25]2[cH:26][cH:27][cH:28][cH:29][cH:30]2)[NH:21][CH2:22][CH2:23][CH2:24]3)[cH:6][c:7]([O:10][C:11]([F:12])([F:13])[F:14])[cH:8][cH:9]1.[ClH:1].[K+:35].[K+:36].[O:45]=[CH:46][N:47]([CH3:48])[CH3:49].[OH2:50]>>[CH3:2][O:3][c:4]1[c:5]([CH:15]2[CH2:16][O:17][C:18]3([CH2:19]2)[CH:20]([c:25]2[cH:26][cH:27][cH:28][cH:29][cH:30]2)[N:21]([CH2:38][c:39]2[cH:40][cH:41][cH:42][cH:43][cH:44]2)[CH2:22][CH2:23][CH2:24]3)[cH:6][c:7]([O:10][C:11]([F:12])([F:13])[F:14])[cH:8][cH:9]1.[ClH:1]. RXN SMILES: [CH3:25][C:26](=[O:27])[CH3:28].[Cl:1][CH2:2][c:3]1[cH:4][cH:5][c:6](-[c:9]2[o:10][c:11]3[c:12]([n:13]2)[cH:14][c:15]([C:21]#[N:22])[cH:16][c:17]3[CH:18]([CH3:19])[CH3:20])[cH:7][cH:8]1.[I-:24].[Na+:23]>>[CH2:2]([c:3]1[cH:4][cH:5][c:6](-[c:9]2[o:10][c:11]3[c:12]([n:13]2)[cH:14][c:15]([C:21]#[N:22])[cH:16][c:17]3[CH:18]([CH3:19])[CH3:20])[cH:7][cH:8]1)[I:24]. Starting materials: CC(C)=O, CC(C)c1cc(C#N)cc2nc(-c3ccc(CCl)cc3)oc12, [I-], [Na+]. Product: CC(C)c1cc(C#N)cc2nc(-c3ccc(CI)cc3)oc12. The reactants are C(C)OC(=O)C=1C(=CC=CC1)C1=C(C=CC=C1)C (2′-Methyl-biphenyl-2-carboxylic acid ethyl ester), BrN1C(CCC1=O)=O (N-bromosuccinimide), N(=NC(C#N)(C)C)C(C#N)(C)C (2,2′-azobisisobutyronitrile), C(C)OC(=O)C=1C=C(C=CC1)C1=CC=C(C=C1)CBr (4′-bromomethyl-biphenyl-3-carboxylic acid ethyl ester). Run in C(Cl)(Cl)(Cl)Cl (carbon tetrachloride). Product: C(C)OC(=O)C=1C(=CC=CC1)C1=C(C=CC=C1)CBr (2′-Bromomethyl-biphenyl-2-carboxylic acid ethyl ester). RXN SMILES: C(OC(C1C=C(C2C=CC(C[Br:19])=CC=2)C=CC=1)=O)C.[CH2:20]([O:22][C:23]([C:25]1[C:26]([C:31]2[CH:36]=[CH:35][CH:34]=[CH:33][C:32]=2[CH3:37])=[CH:27][CH:28]=[CH:29][CH:30]=1)=[O:24])[CH3:21].BrN1C(=O)CCC1=O.N(C(C)(C)C#N)=NC(C)(C)C#N>C(Cl)(Cl)(Cl)Cl>[CH2:20]([O:22][C:23]([C:25]1[C:26]([C:31]2[CH:36]=[CH:35][CH:34]=[CH:33][C:32]=2[CH2:37][Br:19])=[CH:27][CH:28]=[CH:29][CH:30]=1)=[O:24])[CH3:21]. Procedure: 2′-Bromomethyl-biphenyl-2-carboxylic acid ethyl ester was synthesized as described for 4′-bromomethyl-biphenyl-3-carboxylic acid ethyl ester. 2′-Methyl-biphenyl-2-carboxylic acid ethyl ester (10.35 g, 43.07 mmol, 1 eq.) in carbon tetrachloride was treated with N-bromosuccinimide (9.20 g, 51.68 mmol, 1.2 eq.) and 2,2′-azobisisobutyronitrile (0.35 g, 2.15 mmol, 5 mol %). When complete, the reaction was worked up as described leaving an orange oil. Starting materials: C([O-])(O)=O.[Na+] (sodium bicarbonate), CNCC1=CC=CC=C1 (N-methylbenzylamine), C(C)(C)N(C(C)C)CC (N,N-diisopropyl-ethylamine), C(C)OC(=O)C1=CN(C2=CC=C(C(=C2C1=O)CCl)OC1=CC=C(C=C1)NC(C)=O)CC1=C(C=CC=C1F)F (6-(4-acetamidophenoxy)-5-(chloromethyl)-1-(2′,6′-difluorobenzyl)-1,4-dihydro-4-oxo-quinoline-3-carboxylic acid-ethyl ester). The solvent is CN(C=O)C (dimethylformamide). Conditions: time 20 hour. The product is C(C)OC(=O)C1=CN(C2=CC=C(C(=C2C1=O)CN(C)CC1=CC=CC=C1)OC1=CC=C(C=C1)NC(C)=O)CC1=C(C=CC=C1F)F (6-(4-Acetamidophenoxy)-5-(N-benzyl-N-methylaminomethyl)-1-(2 ′,6′-difluorobenzyl)-1,4-dihydro-4-oxo-quinoline-3-carboxylic acid-ethyl ester). As a reaction SMILES: [CH2:1]([O:3][C:4]([C:6]1[C:15](=[O:16])[C:14]2[C:9](=[CH:10][CH:11]=[C:12]([O:19][C:20]3[CH:25]=[CH:24][C:23]([NH:26][C:27](=[O:29])[CH3:28])=[CH:22][CH:21]=3)[C:13]=2[CH2:17]Cl)[N:8]([CH2:30][C:31]2[C:36]([F:37])=[CH:35][CH:34]=[CH:33][C:32]=2[F:38])[CH:7]=1)=[O:5])[CH3:2].[CH3:39][NH:40][CH2:41][C:42]1[CH:47]=[CH:46][CH:45]=[CH:44][CH:43]=1.C(N(CC)C(C)C)(C)C.C(=O)(O)[O-].[Na+]>CN(C)C=O>[CH2:1]([O:3][C:4]([C:6]1[C:15](=[O:16])[C:14]2[C:9](=[CH:10][CH:11]=[C:12]([O:19][C:20]3[CH:25]=[CH:24][C:23]([NH:26][C:27](=[O:29])[CH3:28])=[CH:22][CH:21]=3)[C:13]=2[CH2:17][N:40]([CH2:41][C:42]2[CH:47]=[CH:46][CH:45]=[CH:44][CH:43]=2)[CH3:39])[N:8]([CH2:30][C:31]2[C:36]([F:37])=[CH:35][CH:34]=[CH:33][C:32]=2[F:38])[CH:7]=1)=[O:5])[CH3:2] |f:3.4|. Reported procedure: 78 mg of 6-(4-acetamidophenoxy)-5-(chloromethyl)-1-(2′,6′-difluorobenzyl)-1,4-dihydro-4-oxo-quinoline-3-carboxylic acid-ethyl ester, dissolved in 3 ml of dimethylformamide, was mixed with 84 μl of N-methylbenzylamine and 84 μl of N,N-diisopropyl-ethylamine at 0° C. and stirred at room temperature for 20 hours. After 20 ml of aqueous sodium bicarbonate solution was added, the precipitate was suctioned off, washed with water and then with n-hexane, and dried at room temperature in a vacuum. 70 mg ... The reactants are [N+](=O)([O-])C1=CC=CC2=C1N=C(O2)CC#N (4-nitro-2-benzoxazoleacetonitrile). Reagents/catalysts: [Pd] (Palladium on carbon). The solvent is C1CCOC1 (THF), C(C)(=O)O (acetic acid). Reaction conditions: time 15 hour. Product: NC1=CC=CC2=C1N=C(O2)CC#N (4-amino-2-benzoxazoleacetonitrile). The yield is 62.9%. Reaction SMILES: [N+:1]([C:4]1[C:9]2[N:10]=[C:11]([CH2:13][C:14]#[N:15])[O:12][C:8]=2[CH:7]=[CH:6][CH:5]=1)([O-])=O>[Pd].C1COCC1.C(O)(=O)C>[NH2:1][C:4]1[C:9]2[N:10]=[C:11]([CH2:13][C:14]#[N:15])[O:12][C:8]=2[CH:7]=[CH:6][CH:5]=1. Procedure: The mixture of 4-nitro-2-benzoxazoleacetonitrile (27.22 g, 0.13 mole) and Palladium on carbon (3 g) in THF (320 ml) and acetic acid (5 ml) in a Parr bottle was hydrogenated at 50 psi for 15 h. It was filtered over a patch of celite (1.5 cm) covered with activated carbon (0.5 cm) and washed with isopropyl ether. The filtrate was evaporated and the residue was triturated with isopropyl ether and propyl acetate and filtered to give 4-amino-2-benzoxazoleacetonitrile (14.16 g, 61%). Starting materials: C1(\C=C/CCCCC1)N1C2COCC1CC(C2)=O (9-((Z)-cyclooct-2-enyl)-3-oxa-9-azabicyclo[3.3.1]nonan-7-one). The reagents and catalysts are [Pd] (palladium on carbon). Run in CCO (EtOH). Conditions: temperature 25 celsius, time 4 hour. Yields the product C1(CCCCCCC1)N1C2COCC1CC(C2)=O (9-cyclooctyl-3-oxa-9-azabicyclo[3.3.1]nonan-7-one). Reaction SMILES: [CH:1]1([N:9]2[CH:14]3[CH2:15][C:16](=[O:18])[CH2:17][CH:10]2[CH2:11][O:12][CH2:13]3)[CH2:8][CH2:7][CH2:6][CH2:5][CH2:4][CH:3]=[CH:2]1>[Pd].CCO>[CH:1]1([N:9]2[CH:14]3[CH2:15][C:16](=[O:18])[CH2:17][CH:10]2[CH2:11][O:12][CH2:13]3)[CH2:8][CH2:7][CH2:6][CH2:5][CH2:4][CH2:3][CH2:2]1. Procedure: In a manner similar to Example 32, the compound of formula MG, 9-((Z)-cyclooct-2-enyl)-3-oxa-9-azabicyclo[3.3.1]nonan-7-one, was prepared from the compound of formula MF except that the compound of formula ME was used in place of the compound of formula JC (yield 90%). Under a hydrogen atmosphere, a mixture of the compound of formula MG, 5% palladium on carbon (1.0 g, Sigma-Aldrich), and EtOH (20 mL) was stirred at a temperature of about 25° C. for 4 h. After the Pd/C was filtered off, the filtr... Reactants: C(#N)C1=CC=C(C=C1)C1=CC=C(C=C1)O (4'-cyano-4-hydroxy-biphenyl), N1=CC=CC=C1 (pyridine), C(CCCCCCCC)(=O)Cl (pelargonic acid chloride). The solvent is C1=CC=CC=C1 (benzene). Yields the product C(CCCCCCCC)(=O)OC1=CC=C(C=C1)C1=CC=C(C=C1)C#N (4'-cyano-4-biphenylyl nonanoate). Reaction SMILES: [C:1]([C:3]1[CH:8]=[CH:7][C:6]([C:9]2[CH:14]=[CH:13][C:12]([OH:15])=[CH:11][CH:10]=2)=[CH:5][CH:4]=1)#[N:2].N1C=CC=CC=1.[C:22](Cl)(=[O:31])[CH2:23][CH2:24][CH2:25][CH2:26][CH2:27][CH2:28][CH2:29][CH3:30]>C1C=CC=CC=1>[C:22]([O:15][C:12]1[CH:13]=[CH:14][C:9]([C:6]2[CH:5]=[CH:4][C:3]([C:1]#[N:2])=[CH:8][CH:7]=2)=[CH:10][CH:11]=1)(=[O:31])[CH2:23][CH2:24][CH2:25][CH2:26][CH2:27][CH2:28][CH2:29][CH3:30]. Procedure: 0.390 G. of 4'-cyano-4-hydroxy-biphenyl are dissolved in 4.0 ml. of absolute pyridine and reacted with 0.424 g. of pelargonic acid chloride as in Example 1. The 0.722 g. of yellow crystals obtained according to the procedure described in Example 1 are dissolved in benzene and chromatographed on 40 g. of silica gel. Benzene elutes 0.617 g. of colorless crystals which are recrystallized from acetone-hexane up to constant melting point and clearing point. The pure 4'-cyano-4-biphenylyl nonanoate ob...